Dataset: the Open Reaction Database (ORD), a public repository of structured organic reaction records. Task: describe an organic reaction: reactants, conditions, products, and yield Reactants: N1CCCC2=CC(=CC=C12)CN ((1,2,3,4-tetrahydroquinolin-6-yl)methanamine), COC1=C(C=O)C(=CC=C1)OC (2,6-dimethoxybenzaldehyde). Product: COC1=C(C(=CC=C1)OC)C1CCCC(N1CC=1C=C2CCCNC2=CC1)=O (6-(2,6-dimethoxyphenyl)-1-((1,2,3,4-tetrahydroquinolin-6-yl)methyl)piperidin-2-one). RXN SMILES: [NH:1]1[C:10]2[C:5](=[CH:6][C:7]([CH2:11][NH2:12])=[CH:8][CH:9]=2)[CH2:4][CH2:3][CH2:2]1.[CH3:13][O:14][C:15]1[CH:22]=[CH:21][CH:20]=[C:19]([O:23][CH3:24])[C:16]=1[CH:17]=O>>[CH3:13][O:14][C:15]1[CH:22]=[CH:21][CH:20]=[C:19]([O:23][CH3:24])[C:16]=1[CH:17]1[N:12]([CH2:11][C:7]2[CH:6]=[C:5]3[C:10](=[CH:9][CH:8]=2)[NH:1][CH2:2][CH2:3][CH2:4]3)[C:15](=[O:14])[CH2:16][CH2:19][CH2:20]1. Procedure details: Prepared according to the described general procedure 6 (GP6) with (1,2,3,4-tetrahydroquinolin-6-yl)methanamine and commercially available 2,6-dimethoxybenzaldehyde. Subsequent purification by preparative HPLC afforded the target compound. LC-MS (conditions E): tR=0.53 min.; [M+H]+: 381.15 g/mol. Yields the product COc1cc2nccc(Oc3ccc(NC(=O)Nc4ccc(F)cc4F)cc3)c2cc1OC. Reactants: COc1cc2nccc(Oc3ccc(N)cc3)c2cc1OC, Cc1ccccc1, O=C=Nc1ccc(F)cc1F. Reaction SMILES: [CH3:1][O:2][c:3]1[cH:4][c:5]2[c:6]([O:15][c:16]3[cH:17][cH:18][c:19]([NH2:22])[cH:20][cH:21]3)[cH:7][cH:8][n:9][c:10]2[cH:11][c:12]1[O:13][CH3:14].[CH3:34][c:35]1[cH:36][cH:37][cH:38][cH:39][cH:40]1.[F:23][c:24]1[c:25]([N:31]=[C:32]=[O:33])[cH:26][cH:27][c:28]([F:30])[cH:29]1>>[CH3:1][O:2][c:3]1[cH:4][c:5]2[c:6]([O:15][c:16]3[cH:17][cH:18][c:19]([NH:22][C:32]([NH:31][c:25]4[c:24]([F:23])[cH:29][c:28]([F:30])[cH:27][cH:26]4)=[O:33])[cH:20][cH:21]3)[cH:7][cH:8][n:9][c:10]2[cH:11][c:12]1[O:13][CH3:14].